From a dataset of the Open Reaction Database (ORD), a public repository of structured organic reaction records. describe an organic reaction: reactants, conditions, products, and yield Reactants: CC=1C=C(C(=O)C2=C(NC3=CC=CC=C3C2=O)C)C=CC1C (3-(3,4-dimethyl-benzoyl)-2-methyl-1H-quinolin-4-one), white solid, [H-].[Na+] (sodium hydride), BrC1=NC(=CC=C1)CBr (2-bromo-6-bromomethyl-pyridine). The solvent is CN(C=O)C (N,N-dimethylformamide). Product: BrC1=CC=CC(=N1)CN1C(=C(C(C2=CC=CC=C12)=O)C(C1=CC(=C(C=C1)C)C)=O)C (1-(6-bromo-pyridin-2-ylmethyl)-3-(3,4-dimethyl-benzoyl)-2-methyl-1H-quinolin-4-one). As a reaction SMILES: [CH3:1][C:2]1[CH:3]=[C:4]([CH:19]=[CH:20][C:21]=1[CH3:22])[C:5]([C:7]1[C:16](=[O:17])[C:15]2[C:10](=[CH:11][CH:12]=[CH:13][CH:14]=2)[NH:9][C:8]=1[CH3:18])=[O:6].[H-].[Na+].[Br:25][C:26]1[CH:31]=[CH:30][CH:29]=[C:28]([CH2:32]Br)[N:27]=1>CN(C)C=O>[Br:25][C:26]1[N:27]=[C:28]([CH2:32][N:9]2[C:10]3[C:15](=[CH:14][CH:13]=[CH:12][CH:11]=3)[C:16](=[O:17])[C:7]([C:5](=[O:6])[C:4]3[CH:19]=[CH:20][C:21]([CH3:22])=[C:2]([CH3:1])[CH:3]=3)=[C:8]2[CH3:18])[CH:29]=[CH:30][CH:31]=1 |f:1.2|. Reported procedure: Experimental conditions analogous to those described for Step 3 of Example 1, from 57 mg (0.20 mmol) of 3-(3,4-dimethyl-benzoyl)-2-methyl-1H-quinolin-4-one, 9 mg (0.24 mmol) of 60% sodium hydride, 59 mg of 2-bromo-6-bromomethyl-pyridine and 0.7 mL of N,N-dimethylformamide. Yield: 44 mg of a white solid: LC-MSD, m/z for C25H21BrN2O2 [M+H]+=461.1, 463.1; HPLC retention time: 2.7 min. The reactants are COC1=CC=C(C=C1)CN1CC(OC2=C1C=C(C=C2)OC(F)(F)F)(C(=O)O)C (4-[(4-methoxyphenyl)methyl]-2-methyl-6-(trifluoromethoxy)-3H-1,4-benzoxazine-2-carboxylic acid), Cl (HCl). The reagents and catalysts are [OH-].[OH-].[Pd+2] (Pd(OH)2). Run in CO (methanol). Yields the product Cl.CC1(OC2=C(NC1)C=C(C=C2)OC(F)(F)F)C(=O)O (2-methyl-6-(trifluoromethoxy)-3,4-dihydro-1,4-benzoxazine-2-carboxylic acid hydrochloride). The yield is 85.0%. RXN SMILES: COC1C=CC(C[N:10]2[C:15]3[CH:16]=[C:17]([O:20][C:21]([F:24])([F:23])[F:22])[CH:18]=[CH:19][C:14]=3[O:13][C:12]([CH3:28])([C:25]([OH:27])=[O:26])[CH2:11]2)=CC=1.[ClH:29]>CO.[OH-].[OH-].[Pd+2]>[ClH:29].[CH3:28][C:12]1([C:25]([OH:27])=[O:26])[CH2:11][NH:10][C:15]2[CH:16]=[C:17]([O:20][C:21]([F:22])([F:23])[F:24])[CH:18]=[CH:19][C:14]=2[O:13]1 |f:3.4.5,6.7|. Reported procedure: 4-[(4-methoxyphenyl)methyl]-2-methyl-6-(trifluoromethoxy)-3H-1,4-benzoxazine-2-carboxylic acid (300 mg, 0.7550 mmol) was dissolved in methanol (50 mL) and 2 M HCl (2 mL), and treated with Pd(OH)2 under H2 (90 bar) at 100° C. (H-Cube, ThalesNano). The product solution was dried down to a brown residue. The residue was redissolved in acetonitrile, filtered and concentrated in vacuo to provide 2-methyl-6-(trifluoromethoxy)-3,4-dihydro-1,4-benzoxazine-2-carboxylic acid hydrochloride (200 mg, 85% yie... The reactants are FC(C=1C=C(C=C(C1)C(F)(F)F)CO[C@@H]1[C@@H](N(CCC1)CC(=O)OC)C1=CC=CC=C1)(F)F ((+)-cis-3-((3,5-Bis(trifluoromethyl)phenyl)methyloxy)-1-(carbomethoxy )methyl-2-phenylpiperidine), [OH-].[K+] (potassium hydroxide). The solvent is O1CCCC1 (tetrahydrofuran), O (water). The product is FC(C=1C=C(C=C(C1)C(F)(F)F)CO[C@@H]1[C@@H](N(CCC1)CC(=O)O)C1=CC=CC=C1)(F)F ((+)-cis-3-((3,5Bis(trifluoromethyl)phenyl)methyloxy)-1-carboxymethyl-2-phenyl piperidine). As a reaction SMILES: [F:1][C:2]([F:33])([F:32])[C:3]1[CH:4]=[C:5]([CH2:13][O:14][C@H:15]2[CH2:20][CH2:19][CH2:18][N:17]([CH2:21][C:22]([O:24]C)=[O:23])[C@H:16]2[C:26]2[CH:31]=[CH:30][CH:29]=[CH:28][CH:27]=2)[CH:6]=[C:7]([C:9]([F:12])([F:11])[F:10])[CH:8]=1.[OH-].[K+]>O1CCCC1.O>[F:12][C:9]([F:10])([F:11])[C:7]1[CH:6]=[C:5]([CH2:13][O:14][C@H:15]2[CH2:20][CH2:19][CH2:18][N:17]([CH2:21][C:22]([OH:24])=[O:23])[C@H:16]2[C:26]2[CH:31]=[CH:30][CH:29]=[CH:28][CH:27]=2)[CH:4]=[C:3]([C:2]([F:32])([F:33])[F:1])[CH:8]=1 |f:1.2|. Procedure: The methyl ester (1.8 g; Example 8) was dissolved in tetrahydrofuran (25 ml) and a solution of potassium hydroxide (0.6 g) in water (25 ml) was added. The reaction mixture was heated at reflux for 18 H, then the organic layer was removed in vacuo and the aqueous layer removed by freeze-drying. The residue was dissolved in the minimum volume of water and the pH adjusted to 7.0 by the addition of 2M hydrochloric acid. The precipitated solid was isolated by filtration and washed with water and then... The reactants are ClC1=NC(=NC(=C1Cl)OC)C (4,5-Dichloro-6-methoxy-2-methylpyrimidine), O.NN (hydrazine hydrate). Run in O (water). Product: ClC=1C(=NC(=NC1NN)C)OC (5-Chloro-4-methoxy-2-methyl-6-hydrazinopyrimidine). RXN SMILES: Cl[C:2]1[C:7]([Cl:8])=[C:6]([O:9][CH3:10])[N:5]=[C:4]([CH3:11])[N:3]=1.O.[NH2:13][NH2:14]>O>[Cl:8][C:7]1[C:6]([O:9][CH3:10])=[N:5][C:4]([CH3:11])=[N:3][C:2]=1[NH:13][NH2:14] |f:1.2|. Procedure: 4,5-Dichloro-6-methoxy-2-methylpyrimidine (21 g, 0.11 mol), 25 ml of hydrazine hydrate, and 25 ml of water were combined and heated to reflux for 25 min. The mixture was then cooled and extracted with methylene chloride. The extract was washed with water, dried over magnesium sulfate, and concentrated under reduced pressure. The solid residue was extracted with hexane and dried to obtain 12.8 g (62 percent of theory) of the title compound as a fluffy white solid melting at 158°-159° C.